This data is from the Open Reaction Database (ORD), a public repository of structured organic reaction records. The task is: describe an organic reaction: reactants, conditions, products, and yield The reactants are C(C)(=O)O (acetic acid), ClC1=NC(=C(C(=C1C(=O)OCC)C(=O)OCC)[N+](=O)[O-])C1=CC=CC=C1 (2-chloro-3,4-diethoxycarbonyl-5-nitro-6-phenylpyridine), solution, C[O-].[Na+] (sodium methoxide). Run in CO (methanol), CO (methanol). Conditions: time 30 minute. Yields the product COC(=O)C=1C(=NC(=C(C1C(=O)OC)[N+](=O)[O-])C1=CC=CC=C1)OC (3,4-Dimethoxycarbonyl-2-methoxy-5-nitro-6-phenylpyridine). RXN SMILES: Cl[C:2]1[C:7]([C:8]([O:10][CH2:11]C)=[O:9])=[C:6]([C:13]([O:15][CH2:16]C)=[O:14])[C:5]([N+:18]([O-:20])=[O:19])=[C:4]([C:21]2[CH:26]=[CH:25][CH:24]=[CH:23][CH:22]=2)[N:3]=1.C[O-].[Na+].[C:30](O)(=[O:32])C>CO>[CH3:11][O:10][C:8]([C:7]1[C:2]([O:32][CH3:30])=[N:3][C:4]([C:21]2[CH:26]=[CH:25][CH:24]=[CH:23][CH:22]=2)=[C:5]([N+:18]([O-:20])=[O:19])[C:6]=1[C:13]([O:15][CH3:16])=[O:14])=[O:9] |f:1.2|. Procedure: In 25 ml of methanol was dissolved 1.2 g of 2-chloro-3,4-diethoxycarbonyl-5-nitro-6-phenylpyridine as obtained in Reference Example 18. To the solution was added 6.34 ml (2.0 eq.) of a solution of 1N sodium methoxide in methanol, and the mixture was stirred at room temperature for 30 minutes. The reaction mixture was neutralized with 0.2 ml (1.1 eq.) of acetic acid, and the solvent was distilled off. Water was added to the residue, and the mixture was extracted with ethyl acetate. The organic la... Reactants: C1CCNC1, N#Cc1c(-c2ccc(Cl)c([N+](=O)[O-])c2)cc(-c2ccccc2OCc2ccccc2)nc1N, CN(C)C=O. Yields the product N#Cc1c(-c2ccc(N3CCCC3)c([N+](=O)[O-])c2)cc(-c2ccccc2OCc2ccccc2)nc1N. Reaction SMILES: [CH2:34]1[CH2:35][CH2:36][NH:37][CH2:38]1.[NH2:1][c:2]1[c:3]([C:4]#[N:5])[c:6](-[c:24]2[cH:25][c:26]([N+:31](=[O:32])[O-:33])[c:27]([Cl:30])[cH:28][cH:29]2)[cH:7][c:8](-[c:10]2[c:11]([O:16][CH2:17][c:18]3[cH:19][cH:20][cH:21][cH:22][cH:23]3)[cH:12][cH:13][cH:14][cH:15]2)[n:9]1.[O:39]=[CH:40][N:41]([CH3:42])[CH3:43]>>[NH2:1][c:2]1[c:3]([C:4]#[N:5])[c:6](-[c:24]2[cH:25][c:26]([N+:31](=[O:32])[O-:33])[c:27]([N:37]3[CH2:36][CH2:35][CH2:34][CH2:38]3)[cH:28][cH:29]2)[cH:7][c:8](-[c:10]2[c:11]([O:16][CH2:17][c:18]3[cH:19][cH:20][cH:21][cH:22][cH:23]3)[cH:12][cH:13][cH:14][cH:15]2)[n:9]1. The reactants are C(CCC)[Li] (n-Butyllithium), CN(C)C[C-]1C=CC=C1.[CH-]1C=CC=C1.[Fe+2] ((dimethylaminomethyl)ferrocene), ICN(C)C (ICH2NMe2). Solvent: C(C)OCC (diethyl ether). Conditions: temperature -70 celsius, time 4 hour. The product is CN(C)C[C-]1C(=CC=C1)CN(C)C.[CH-]1C=CC=C1.[Fe+2] (1,2-bis-(dimethylaminomethyl)ferrocene). As a reaction SMILES: C([Li])CCC.[CH3:6][N:7]([CH2:9][C-:10]1[CH:14]=[CH:13][CH:12]=[CH:11]1)[CH3:8].[CH-:15]1[CH:19]=[CH:18][CH:17]=[CH:16]1.[Fe+2:20].I[CH2:22][N:23]([CH3:25])[CH3:24]>C(OCC)C>[CH3:6][N:7]([CH2:9][C-:10]1[CH:14]=[CH:13][CH:12]=[C:11]1[CH2:22][N:23]([CH3:25])[CH3:24])[CH3:8].[CH-:15]1[CH:19]=[CH:18][CH:17]=[CH:16]1.[Fe+2:20] |f:1.2.3,6.7.8|. Procedure: n-Butyllithium (Aldrich, 2.5 molar in hexane, 24 ml, 54 mmol) is added to a solution of (dimethylaminomethyl)ferrocene (Aldrich, 13.13 g, 10.69 ml, 48.97 mmol) in diethyl ether (80 ml) under nitrogen at a temperature of 25° C. and the reaction mixture stirred for 4 hours. The resulting red solution is then cooled to approximately −70° C. in a dry ice/acetone bath and Eschenmosers salt (ICH2NMe2)(Aldrich, 10 g, 54 mmol) is added. The reaction is allowed to warm to room temperature and stirred ove... Starting materials: [Cl-], Cl, Nc1ccc(C(=O)O)c2c1OCCO2, [Na+], O=[N+]([O-])[O-], O. Product: O=C(O)c1ccc(Cl)c2c1OCCO2. RXN SMILES: [Cl-:20].[ClH:22].[NH2:1][c:2]1[cH:3][cH:4][c:5]([C:12](=[O:13])[OH:14])[c:6]2[c:7]1[O:8][CH2:9][CH2:10][O:11]2.[Na+:15].[O-:16][N+:17](=[O:18])[O-:19].[OH2:21]>>[c:2]1([Cl:20])[cH:3][cH:4][c:5]([C:12](=[O:13])[OH:14])[c:6]2[c:7]1[O:8][CH2:9][CH2:10][O:11]2. Reactants: C(CCC)C=1NC(N(N1)C1=C(C=CC=C1)C(F)(F)F)=O (5-n-butyl-2,4-dihydro-2-[2-(trifluoromethyl)phenyl]-3H-1,2,4-triazol-3-one), C(C)(C)(C)NS(=O)(=O)C1=C(C=CC=C1)C1=CC=C(C=C1)CBr ([2'-(N-t-butylsulfamoyl)biphenyl-4-yl]methyl bromide). Product: crude product, C(CCC)C=1N(C(N(N1)C1=C(C=CC=C1)C(F)(F)F)=O)CC1=CC=C(C=C1)C1=C(C=CC=C1)S(NC(C)(C)C)(=O)=O (5-n-Butyl-4-[[2'-(N-t-butylsulfamoyl)biphenyl-4-yl]methyl]-2,4-dihydro-2-[2-(trifluoromethyl)phenyl]-3H-1,2,4-triazol-3-one). The yield is 61.0%. As a reaction SMILES: [CH2:1]([C:5]1[NH:6][C:7](=[O:20])[N:8]([C:10]2[CH:15]=[CH:14][CH:13]=[CH:12][C:11]=2[C:16]([F:19])([F:18])[F:17])[N:9]=1)[CH2:2][CH2:3][CH3:4].[C:21]([NH:25][S:26]([C:29]1[CH:34]=[CH:33][CH:32]=[CH:31][C:30]=1[C:35]1[CH:40]=[CH:39][C:38]([CH2:41]Br)=[CH:37][CH:36]=1)(=[O:28])=[O:27])([CH3:24])([CH3:23])[CH3:22]>>[CH2:1]([C:5]1[N:6]([CH2:41][C:38]2[CH:39]=[CH:40][C:35]([C:30]3[CH:31]=[CH:32][CH:33]=[CH:34][C:29]=3[S:26](=[O:28])(=[O:27])[NH:25][C:21]([CH3:22])([CH3:24])[CH3:23])=[CH:36][CH:37]=2)[C:7](=[O:20])[N:8]([C:10]2[CH:15]=[CH:14][CH:13]=[CH:12][C:11]=2[C:16]([F:19])([F:18])[F:17])[N:9]=1)[CH2:2][CH2:3][CH3:4]. Procedure details: By the procedure of Example 13, Step A, 5-n-butyl-2,4-dihydro-2-[2-(trifluoromethyl)phenyl]-3H-1,2,4-triazol-3-one (from Step A) was alkylated with [2'-(N-t-butylsulfamoyl)biphenyl-4-yl]methyl bromide (from Example 12, Step D). Flash chromatography of the crude product on silica gel (gradient elution with 0.5-5% MeOH in CH2Cl2) gave a 61% yield of the title compound as cream-colored crystals, mp 168°-170° C.; satisfactory purity by TLC in 98:2 CH2Cl2 --MeOH; mass spectrum (FAB) m/e 587 (M+1)+. Starting materials: OC1CC2=C(C(C3=NC=CC=C31)=C3CCNCC3)C=CC(=C2)Cl (5-hydroxy-8-chloro-11-(4-piperidylidene)-6,11-dihydro-5 H-benzo[5,6]cyclohepta[1,2-b]pyridine), 9.7)l, N1=CC=CC=C1 (pyridine), C(C)(=O)OC(C)=O (acetic anhydride), [OH-].[Na+] (sodium hydroxide). The solvent is C(Cl)Cl (CH2Cl2), CO (methanol), O (water). Product: OC1CC2=C(C(C3=NC=CC=C31)=C3CCN(CC3)C(C)=O)C=CC(=C2)Cl (5-Hydroxy-8-chloro-11-(1-acetyl-4-piperidylidene)-6,11-dihydro-5H-benzo[5,6]cyclohepta[1,2-b]pyridine). Yield: 84.6%. RXN SMILES: [OH:1][CH:2]1[C:12]2[C:7](=[N:8][CH:9]=[CH:10][CH:11]=2)[C:6](=[C:13]2[CH2:18][CH2:17][NH:16][CH2:15][CH2:14]2)[C:5]2[CH:19]=[CH:20][C:21]([Cl:23])=[CH:22][C:4]=2[CH2:3]1.N1C=CC=CC=1.[C:30](OC(=O)C)(=[O:32])[CH3:31].[OH-].[Na+]>O.C(Cl)Cl.CO>[OH:1][CH:2]1[C:12]2[C:7](=[N:8][CH:9]=[CH:10][CH:11]=2)[C:6](=[C:13]2[CH2:18][CH2:17][N:16]([C:30](=[O:32])[CH3:31])[CH2:15][CH2:14]2)[C:5]2[CH:19]=[CH:20][C:21]([Cl:23])=[CH:22][C:4]=2[CH2:3]1 |f:3.4|. Procedure: To a mixture of 32.6 mg (0.10 mmole) of 5-hydroxy-8-chloro-11-(4-piperidylidene)-6,11-dihydro-5 H-benzo[5,6]cyclohepta[1,2-b]pyridine and 9.7)l (0.12 mmole) of pyridine in a solution of 2 mL of methanol and 1 mL of CH2Cl2 at 0° C. and under a nitrogen atmosphere was added 11.3) l (0.12 mmole) of acetic anhydride. After 30 min. the mixture was poured into water which was subsequently adjusted to pH of about 9 with aqueous sodium hydroxide. The mixture was extracted 2× with CH2Cl2. The organic por... The reactants are C1(=CC=CC=C1)O (phenol), C(C)(=O)OCC=C (allyl acetate), bis(1,5-cyclooctadiene)iridium tetrafluoroborate, F[B-](F)(F)F (BF4−). The solvent is C1(=CC=CC=C1)C (toluene). Reaction conditions: temperature 100 celsius, time 15 hour. Yields the product C(C=C)OC1=CC=CC=C1 (phenyl allyl ether), C1(=CC=CC=C1)O (phenol). RXN SMILES: F[B-](F)(F)F.[C:6]1([OH:12])[CH:11]=[CH:10][CH:9]=[CH:8][CH:7]=1.C(O[CH2:17][CH:18]=[CH2:19])(=O)C>C1(C)C=CC=CC=1>[CH2:19]([O:12][C:6]1[CH:11]=[CH:10][CH:9]=[CH:8][CH:7]=1)[CH:18]=[CH2:17].[C:6]1([OH:12])[CH:11]=[CH:10][CH:9]=[CH:8][CH:7]=1. Procedure details: A mixture of bis(1,5-cyclooctadiene)iridium tetrafluoroborate [Ir(cod)2]+BF4− (0.01 mmol) and toluene (1.0 ml) was treated with phenol (1 mmol) and allyl acetate (5 mmol) with stirring at 100° C. The reaction mixtures after 5 hours and after 15 hours of the reaction were analyzed by gas chromatography. In the reaction mixture after 5 hours, phenyl allyl ether was formed in a yield of 21% with a conversion from phenol of 23%. In the reaction mixture after 15 hours, phenyl allyl ether was formed i... Starting materials: O=C(NCCc1ccc(-n2nc(C(F)(F)F)cc2-c2ccccc2)cc1)Oc1ccccc1, NS(=O)(=O)c1ccncc1. Yields the product O=C(NCCc1ccc(-n2nc(C(F)(F)F)cc2-c2ccccc2)cc1)NS(=O)(=O)c1ccncc1. As a reaction SMILES: [c:1]1(-[c:7]2[cH:8][c:9]([C:30]([F:31])([F:32])[F:33])[n:10][n:11]2-[c:12]2[cH:13][cH:14][c:15]([CH2:18][CH2:19][NH:20][C:21]([O:22][c:24]3[cH:25][cH:26][cH:27][cH:28][cH:29]3)=[O:23])[cH:16][cH:17]2)[cH:2][cH:3][cH:4][cH:5][cH:6]1.[n:34]1[cH:35][cH:36][c:37]([S:40](=[O:41])(=[O:42])[NH2:43])[cH:38][cH:39]1>>[c:1]1(-[c:7]2[cH:8][c:9]([C:30]([F:31])([F:32])[F:33])[n:10][n:11]2-[c:12]2[cH:13][cH:14][c:15]([CH2:18][CH2:19][NH:20][C:21](=[O:22])[NH:43][S:40]([c:37]3[cH:36][cH:35][n:34][cH:39][cH:38]3)(=[O:41])=[O:42])[cH:16][cH:17]2)[cH:2][cH:3][cH:4][cH:5][cH:6]1. The reactants are CCO, CCOC(OCC)OCC, O=C1Nc2ccccc2C1=O, CC1(C)C2CCC1(CS(=O)(=O)O)C(=O)C2. The product is CCOC1(OCC)C(=O)Nc2ccccc21. Reaction SMILES: [CH3:37][CH2:38][OH:39].[CH:12]([O:13][CH2:14][CH3:15])([O:16][CH2:17][CH3:18])[O:19][CH2:20][CH3:21].[O:1]=[C:2]1[NH:3][c:4]2[cH:5][cH:6][cH:7][cH:8][c:9]2[C:10]1=[O:11].[O:22]=[S:23](=[O:24])([OH:25])[CH2:26][C:27]12[CH2:28][CH2:29][CH:30]([C:31]1([CH3:32])[CH3:33])[CH2:34][C:35]2=[O:36]>>[O:1]=[C:2]1[NH:3][c:4]2[cH:5][cH:6][cH:7][cH:8][c:9]2[C:12]1([O:16][CH2:17][CH3:18])[O:19][CH2:20][CH3:21]. The reactants are Cl, Cl[Cu], Cc1cc(C)c([N+](=O)[O-])cc1N, O=N[O-], [Na+], O. Product: Cc1cc(C)c([N+](=O)[O-])cc1Cl. Reaction SMILES: [ClH:17].[Cu:19][Cl:20].[N+:5](=[O:6])([O-:7])[c:8]1[c:9]([CH3:16])[cH:10][c:11]([CH3:15])[c:12]([NH2:13])[cH:14]1.[N:1]([O-:2])=[O:3].[Na+:4].[OH2:18]>>[N+:5](=[O:6])([O-:7])[c:8]1[c:9]([CH3:16])[cH:10][c:11]([CH3:15])[c:12]([Cl:17])[cH:14]1.